This data is from the Open Reaction Database (ORD), a public repository of structured organic reaction records. The task is: describe an organic reaction: reactants, conditions, products, and yield Reactants: N (ammonia), OC1=CC=CC2=C3C=CC=CC3=C(N=C12)F (4-hydroxy-6-fluorophenanthridine), NC1=C(C=C(C=C1)N(CC)CC)C (2-amino-5-diethylaminotoluene), Cl.NC1=C(C=C(C=C1)N(CC)CC)C (2-amino-5-diethylaminotoluene hydrochloride), O (water), O (water). The reagents and catalysts are [N+](=O)([O-])[O-].[Ag+] (silver nitrate). The solvent is C(C)O (ethanol). Conditions: time 24 hour. The product is CCCCCC.C(C)(=O)OCC (hexane ethyl acetate). Yield: 27.1%. As a reaction SMILES: [OH:1][C:2]1[C:15]2[C:6](=C3C(=C(F)N=2)C=CC=C3)[CH:5]=[CH:4][CH:3]=1.NC1C=CC(N(CC)CC)=C[C:19]=1[CH3:29].Cl.NC1C=CC(N(CC)CC)=CC=1C.N.[OH2:45]>[N+]([O-])([O-])=O.[Ag+].C(O)C>[CH3:6][CH2:15][CH2:2][CH2:3][CH2:4][CH3:5].[C:19]([O:1][CH2:2][CH3:15])(=[O:45])[CH3:29] |f:2.3,6.7,9.10|. Procedure: While stirring a mixture comprising 59 mg of 4-hydroxy-6-fluorophenanthridine, 85 mg of 2-amino-5-diethylaminotoluene hydrochroride (21) and 4 ml of ethanol at 20° C., a solution comprising 258 mg of silver nitrate dissolved in 0.8 ml of water was added thereto drop-by-drop. Next, with 0.84 ml of 25% ammonia solution added, reaction was allowed to proceed at 20° C. for a period of 24 hr. After the completion of the reaction, the reacted solution was introduced into water. After extraction by chl... Reactants: IC (iodomethane), OCC=1C=C(C2=C(C=CO2)C1)Br (5-hydroxymethyl-7-bromobenzofuran), [H-].[Na+] (sodium hydride). Run in O1CCCC1 (tetrahydrofuran), O1CCCC1 (tetrahydrofuran). Conditions: time 1 hour. The product is COCC=1C=C(C2=C(C=CO2)C1)Br (5-methoxymethyl-7-bromobenzofuran). RXN SMILES: [OH:1][CH2:2][C:3]1[CH:4]=[C:5]([Br:12])[C:6]2[O:10][CH:9]=[CH:8][C:7]=2[CH:11]=1.[H-].[Na+].I[CH3:16]>O1CCCC1>[CH3:16][O:1][CH2:2][C:3]1[CH:4]=[C:5]([Br:12])[C:6]2[O:10][CH:9]=[CH:8][C:7]=2[CH:11]=1 |f:1.2|. Reported procedure: A solution of 0.372 gm (0.40 mMol) 5-hydroxymethyl-7-bromobenzofuran in tetrahydrofuran was added to a mixture of 1.80 mmol sodium hydride (60% suspension in mineral oil) in 2 mL tetrahydrofuran. After stirring at room temperature for 1 hour, 204 μL iodomethane were added and stirring was continued for 2.5 hours. The reaction mixture was quenched by the addition of water and the resulting mixture was extracted well with ethyl acetate. The organic phase was concentrated under reduced pressure to ... The reactants are C(C)OC=1C=NC(=NC1)C1=C(C(=O)N[C@@H]2[C@H](CCC2)NC2=NC=C(N=C2)C(F)(F)F)C=CC=C1 (2-(5-Ethoxypyrimidin-2-yl)-N-[(1S,2S)-2-{[5-(trifluoromethyl)pyrazin-2-yl]amino}cyclopentyl]benzamide), N1=C(N=CC=C1)C1=C(C(=O)O)C=CC=C1 (2-(pyrimidin-2-yl)benzoic acid), Cl.FC=1C(=NC=C(C1)C(F)(F)F)N[C@@H]1[C@H](CCC1)N ((1S,2S)-1-N-[3-fluoro-5-(trifluoromethyl)pyridin-2-yl]cyclopentane-1,2-diamine hydrochloride), Cl.FC=1C(=NC=C(C1)C(F)(F)F)N[C@@H]1[C@H](CCC1)N ((1S,2S)-1-N-[3-fluoro-5-(trifluoromethyl)pyridin-2-yl]cyclopentane-1,2-diamine hydrochloride). The product is FC=1C(=NC=C(C1)C(F)(F)F)N[C@@H]1[C@H](CCC1)NC(C1=C(C=CC=C1)C1=NC=CC=N1)=O (N-[(1S,2S)-2-{[3-Fluoro-5-(trifluoromethyl)pyridin-2-yl]amino}cyclopentyl]-2-(pyrimidin-2-yl)benzamide). Reaction SMILES: C(O[C:4]1[CH:5]=[N:6][C:7]([C:10]2[CH:34]=[CH:33][CH:32]=[CH:31][C:11]=2[C:12]([NH:14][C@H:15]2[CH2:19][CH2:18][CH2:17][C@@H:16]2[NH:20][C:21]2C=N[C:24]([C:27]([F:30])([F:29])[F:28])=[CH:23][N:22]=2)=[O:13])=[N:8][CH:9]=1)C.Cl.[F:36][C:37]1C(N[C@H]2CCC[C@@H]2N)=NC=C(C(F)(F)F)[CH:42]=1.N1C=CC=NC=1C1C=CC=CC=1C(O)=O>>[F:36][C:37]1[C:21]([NH:20][C@H:16]2[CH2:17][CH2:18][CH2:19][C@@H:15]2[NH:14][C:12](=[O:13])[C:11]2[CH:31]=[CH:32][CH:33]=[CH:34][C:10]=2[C:7]2[N:6]=[CH:5][CH:4]=[CH:9][N:8]=2)=[N:22][CH:23]=[C:24]([C:27]([F:28])([F:30])[F:29])[CH:42]=1 |f:1.2|. Procedure details: Prepared according to the procedure for 2-(5-Ethoxypyrimidin-2-yl)-N-[(1S,2S)-2-{[5-(trifluoromethyl)pyrazin-2-yl]amino}cyclopentyl]benzamide (Example 135) from (1S,2S)-1-N-[3-fluoro-5-(trifluoromethyl)pyridin-2-yl]cyclopentane-1,2-diamine hydrochloride (Intermediate 34: 263 mg, 1.00 mmol) and 2-(pyrimidin-2-yl)benzoic acid (CAS number 400892-62-8; 200 mg, 1.00 mmol) except after the reaction was complete it was concentrated in vacuo and the residue was purified by column chromatography (silica,... Reactants: O=C1CCCCCCCCCCC1, O=C([O-])C=CC(=O)O, CC(C)N(CCCON)C(C)C, Cl, Cl. Yields the product CC(C)N(CCCON=C1CCCCCCCCCCC1)C(C)C. RXN SMILES: [C:1]1(=[O:13])[CH2:2][CH2:3][CH2:4][CH2:5][CH2:6][CH2:7][CH2:8][CH2:9][CH2:10][CH2:11][CH2:12]1.[C:28]([OH:29])(=[O:30])[CH:31]=[CH:32][C:33]([O-:34])=[O:35].[CH:16]([CH3:17])([CH3:18])[N:19]([CH:20]([CH3:21])[CH3:22])[CH2:23][CH2:24][CH2:25][O:26][NH2:27].[ClH:14].[ClH:15]>>[C:1]1(=[N:27][O:26][CH2:25][CH2:24][CH2:23][N:19]([CH:16]([CH3:17])[CH3:18])[CH:20]([CH3:21])[CH3:22])[CH2:2][CH2:3][CH2:4][CH2:5][CH2:6][CH2:7][CH2:8][CH2:9][CH2:10][CH2:11][CH2:12]1. Reactants: ClC1=NC=2N(C(NC(C2N1CC=C)=O)=O)CCC (8-chloro-7-(2-propen-1-yl)-3-propyl-3,7-dihydro-1H-purine-2,6-dione), C([O-])([O-])=O.[Cs+].[Cs+] (caesium carbonate), BrCCCO (3-bromo-1-propanol). The solvent is CN(C)C=O (DMF). Conditions: temperature 60 celsius. Yields the product ClC1=NC=2N(C(N(C(C2N1CC=C)=O)CCCO)=O)CCC (8-Chloro-1-(3-hydroxypropyl)-7-(2-propen-1-yl)-3-propyl-3,7-dihydro-1H-purine-2,6-dione). Isolated yield 71.7%. RXN SMILES: [Cl:1][C:2]1[N:10]([CH2:11][CH:12]=[CH2:13])[C:9]2[C:8](=[O:14])[NH:7][C:6](=[O:15])[N:5]([CH2:16][CH2:17][CH3:18])[C:4]=2[N:3]=1.C(=O)([O-])[O-].[Cs+].[Cs+].Br[CH2:26][CH2:27][CH2:28][OH:29]>CN(C=O)C>[Cl:1][C:2]1[N:10]([CH2:11][CH:12]=[CH2:13])[C:9]2[C:8](=[O:14])[N:7]([CH2:26][CH2:27][CH2:28][OH:29])[C:6](=[O:15])[N:5]([CH2:16][CH2:17][CH3:18])[C:4]=2[N:3]=1 |f:1.2.3|. Procedure details: A solution of 8-chloro-7-(2-propen-1-yl)-3-propyl-3,7-dihydro-1H-purine-2,6-dione (3.0 g, 11.1 mmol) in DMF (20 ml) was treated with caesium carbonate (3.7 g, 11.4 mmol) and 3-bromo-1-propanol (1.6 g, 11.5 mmol). The mixture was heated at 60° C. for 4 h and then cooled and evaporated. The residue was partitioned between EtOAc (60 ml) and saturated aqueous sodium bicarbonate (50 ml). The aqueous phase was extracted with EtOAc (60 ml), the combined organic phases were dried (MgSO4), filtered and e... Reactants: CN=[Al]C1=CC=CC=C1 (methyliminophenylaluminum), CN[Al](C1=CC=CC=C1)C1=CC=CC=C1 (methylaminodiphenylaluminum). The product is C1(=CC=CC=C1)[Al](C1=CC=CC=C1)C1=CC=CC=C1 (Triphenylaluminum), CNC (dimethylamine), C1(=CC=CC=C1)[Al](C1=CC=CC=C1)C1=CC=CC=C1.CNC (dimethylamine triphenylaluminum). Reaction SMILES: [CH3:1][NH:2][Al:3]([C:10]1[CH:15]=[CH:14][CH:13]=[CH:12][CH:11]=1)[C:4]1[CH:9]=[CH:8][CH:7]=[CH:6][CH:5]=1.[CH3:16][N:17]=[Al][C:19]1[CH:24]=[CH:23][CH:22]=[CH:21][CH:20]=1>>[C:4]1([Al:3]([C:19]2[CH:24]=[CH:23][CH:22]=[CH:21][CH:20]=2)[C:10]2[CH:15]=[CH:14][CH:13]=[CH:12][CH:11]=2)[CH:9]=[CH:8][CH:7]=[CH:6][CH:5]=1.[CH3:16][NH:2][CH3:1].[C:4]1([Al:3]([C:19]2[CH:24]=[CH:23][CH:22]=[CH:21][CH:20]=2)[C:10]2[CH:15]=[CH:14][CH:13]=[CH:12][CH:11]=2)[CH:9]=[CH:8][CH:7]=[CH:6][CH:5]=1.[CH3:1][NH:17][CH3:16] |f:4.5|. Reported procedure: Laubengayer et al., Inorg. Chem., 1, pages 632 to 637 (1962), disclose the reaction of triphenylaluminum and methylamine in toluene solution to form methylamine triphenylaluminum, then methylaminodiphenylaluminum, and then methyliminophenylaluminum. Triphenylaluminum and dimethylamine form dimethylamine triphenylaluminum which is heated to form dimethylaminodiphenylaluminum. Reactants: C1(=CC=CC=C1)OC(NC=1C=NC(=C(C1)CC)C)=O (Phenyl-N-(5-ethyl-6-methylpyridin-3-yl)carbamate), COC1=C(C=CC=C1)N1CCNCC1 (1-(2-methoxyphenyl)piperazine). Yields the product C(C)C=1C=C(C=NC1C)NC(=O)N1CCN(CC1)C1=C(C=CC=C1)OC (1-[(5-ethyl-6-methylpyridin-3-yl)aminocarbonyl]-4-(2-methoxyphenyl)piperazine). Isolated yield 80.0%. RXN SMILES: C1(O[C:8](=[O:19])[NH:9][C:10]2[CH:11]=[N:12][C:13]([CH3:18])=[C:14]([CH2:16][CH3:17])[CH:15]=2)C=CC=CC=1.[CH3:20][O:21][C:22]1[CH:27]=[CH:26][CH:25]=[CH:24][C:23]=1[N:28]1[CH2:33][CH2:32][NH:31][CH2:30][CH2:29]1>>[CH2:16]([C:14]1[CH:15]=[C:10]([NH:9][C:8]([N:31]2[CH2:30][CH2:29][N:28]([C:23]3[CH:24]=[CH:25][CH:26]=[CH:27][C:22]=3[O:21][CH3:20])[CH2:33][CH2:32]2)=[O:19])[CH:11]=[N:12][C:13]=1[CH3:18])[CH3:17]. Procedure details: Phenyl-N-(5-ethyl-6-methylpyridin-3-yl)carbamate and 1-(2-methoxyphenyl)piperazine were reacted by the same way with the example 1 to obtain the titled compound.